describe an organic reaction: reactants, conditions, products, and yield From a dataset of the Open Reaction Database (ORD), a public repository of structured organic reaction records. Starting materials: NC1=NC(=CC(=N1)N1C[C@H](CCC1)C(=O)NC1CCC(CC1)C)C1=CC(=C(C=C1)C#N)F ((3S)-1-[2-amino-6-(4-cyano-3-fluorophenyl)-4-pyrimidinyl]-N-(4-methylcyclohexyl)-3-piperidinecarboxamide), CCN(C(C)C)C(C)C (Hunig's base), NN (hydrazine). The solvent is CCO (EtOH). Reaction conditions: temperature 150 celsius. Yields the product NC1=NC(=CC(=N1)N1C[C@H](CCC1)C(=O)NC1CCC(CC1)C)C1=CC=C2C(=NNC2=C1)N ((3S)-1-[2-Amino-6-(3-amino-1H-indazol-6-yl)-4-pyrimidinyl]-N-(4-methylcyclohexyl)-3-piperidinecarboxamide). Isolated yield 64.1%. As a reaction SMILES: [NH2:1][C:2]1[N:7]=[C:6]([N:8]2[CH2:13][CH2:12][CH2:11][C@H:10]([C:14]([NH:16][CH:17]3[CH2:22][CH2:21][CH:20]([CH3:23])[CH2:19][CH2:18]3)=[O:15])[CH2:9]2)[CH:5]=[C:4]([C:24]2[CH:29]=[CH:28][C:27]([C:30]#[N:31])=[C:26](F)[CH:25]=2)[N:3]=1.CCN(C(C)C)C(C)C.[NH2:42][NH2:43]>CCO>[NH2:1][C:2]1[N:7]=[C:6]([N:8]2[CH2:13][CH2:12][CH2:11][C@H:10]([C:14]([NH:16][CH:17]3[CH2:22][CH2:21][CH:20]([CH3:23])[CH2:19][CH2:18]3)=[O:15])[CH2:9]2)[CH:5]=[C:4]([C:24]2[CH:25]=[C:26]3[C:27]([C:30]([NH2:31])=[N:42][NH:43]3)=[CH:28][CH:29]=2)[N:3]=1. Reported procedure: Into a microwave tube, (3S)-1-[2-amino-6-(4-cyano-3-fluorophenyl)-4-pyrimidinyl]-N-(4-methylcyclohexyl)-3-piperidinecarboxamide (190 mg, 0.435 mmol), 3 mL of EtOH, Hunig's base (0.30 mL, 1.74 mmol), and hydrazine anhydrous (0.082 mL, 2.61 mmol) were added, and the yellow mixture was heated at 150° C. for 180 minutes under microwave conditions. The solution turned black. LCMS showed mainly product. The black solids were filtered and the yellow filtrate was evaporated. The yellow residue was sonic... The reactants are [OH-].[Na+] (NaOH), ClC=1C=2C=3C(C(N(C2C=CC1)[C@@H]1C[C@@H](CCC1)N)=O)=C(ON3)C (cis-1-(9-chloro-3-methyl-4-oxo-5H-isoxazolo[4,3-c]quinolin-5-yl)-3-amino-cyclohexane), C1(=CC=CC=C1)N=C=O (phenylisocyanate). Solvent: CCOC(=O)C (EtOAc), C1CCOC1 (THF). The product is ClC=1C=2C=3C(C(N(C2C=CC1)[C@@H]1C[C@@H](CCC1)NC(=O)NC1=CC=CC=C1)=O)=C(ON3)C (cis-1-(9-chloro-3-methyl-4-oxo-5H-isoxazolo[4,3-c]quinolin-5-yl)-3-(3-phenylureido)cyclohexane). RXN SMILES: [Cl:1][C:2]1[C:3]2[C:4]3[C:5](=[C:20]([CH3:23])[O:21][N:22]=3)[C:6](=[O:19])[N:7]([C@H:12]3[CH2:17][CH2:16][CH2:15][C@@H:14]([NH2:18])[CH2:13]3)[C:8]=2[CH:9]=[CH:10][CH:11]=1.[OH-].[Na+].[C:26]1([N:32]=[C:33]=[O:34])[CH:31]=[CH:30][CH:29]=[CH:28][CH:27]=1>C1COCC1.CCOC(C)=O>[Cl:1][C:2]1[C:3]2[C:4]3[C:5](=[C:20]([CH3:23])[O:21][N:22]=3)[C:6](=[O:19])[N:7]([C@H:12]3[CH2:17][CH2:16][CH2:15][C@@H:14]([NH:18][C:33]([NH:32][C:26]4[CH:31]=[CH:30][CH:29]=[CH:28][CH:27]=4)=[O:34])[CH2:13]3)[C:8]=2[CH:9]=[CH:10][CH:11]=1 |f:1.2|. Procedure details: To the suspension of cis-1-(9-chloro-3-methyl-4-oxo-5H-isoxazolo[4,3-c]quinolin-5-yl)-3-amino-cyclohexane (0.0446 g, 0.121 mmol) in 1 mL anhydrous THF at RT was added 2N NaOH (0.60 mL, 0.121 mmol). After 5 min. the phenylisocyanate (0.013 mL,0.121 mmol). After 20 min. the reaction was diluted with EtOAc, washed with water and concentrated to near dryness. After sonication and filtration a white solid (0.0412, 75%) was obtained. Starting materials: O=C([O-])[O-], CC1CCCCN1, Clc1cncc(Cl)n1, [K+], [K+], O. Product: CC1CCCCN1c1cncc(Cl)n1. RXN SMILES: [C:16](=[O:17])([O-:18])[O-:19].[CH3:9][CH:10]1[NH:11][CH2:12][CH2:13][CH2:14][CH2:15]1.[Cl:1][c:2]1[n:3][c:4]([Cl:8])[cH:5][n:6][cH:7]1.[K+:20].[K+:21].[OH2:22]>>[c:2]1([N:11]2[CH:10]([CH3:9])[CH2:15][CH2:14][CH2:13][CH2:12]2)[n:3][c:4]([Cl:8])[cH:5][n:6][cH:7]1. The reactants are N1(CCCC1)CCNC(=O)NC=1SC2=C(N1)C=CC(=C2)S (1-[2-(pyrrolidin-1-yl)ethyl]-3-(6-sulphanyl-1,3-benzothiazol-2-yl)urea), ClC1=NN=C2N1N=C(C=C2)OC (3-chloro-6-methoxy[1,2,4]-triazolo[4,3-b]pyridazine), P(=O)(O)(O)[O-].[K+] (potassium dihydrogen phosphate), SCC(O)C(O)CS (DL-dithiothreitol). The solvent is O (water), C(C)O (ethanol). The product is COC=1C=CC=2N(N1)C(=NN2)SC2=CC1=C(N=C(S1)NC(=O)NCCN1CCCC1)C=C2 (1-{6-[(6-methoxy[1,2,4]triazolo[4,3-b]pyridazin-3-yl)sulphanyl]-1,3-benzothiazol-2-yl}-3-[2-(pyrrolidin-1-yl)ethyl]urea). The yield is 23.7%. Reaction SMILES: [N:1]1([CH2:6][CH2:7][NH:8][C:9]([NH:11][C:12]2[S:13][C:14]3[CH:20]=[C:19]([SH:21])[CH:18]=[CH:17][C:15]=3[N:16]=2)=[O:10])[CH2:5][CH2:4][CH2:3][CH2:2]1.P([O-])(O)(O)=O.[K+].SCC(C(CS)O)O.Cl[C:37]1[N:41]2[N:42]=[C:43]([O:46][CH3:47])[CH:44]=[CH:45][C:40]2=[N:39][N:38]=1>O.C(O)C>[CH3:47][O:46][C:43]1[CH:44]=[CH:45][C:40]2[N:41]([C:37]([S:21][C:19]3[CH:18]=[CH:17][C:15]4[N:16]=[C:12]([NH:11][C:9]([NH:8][CH2:7][CH2:6][N:1]5[CH2:2][CH2:3][CH2:4][CH2:5]5)=[O:10])[S:13][C:14]=4[CH:20]=3)=[N:38][N:39]=2)[N:42]=1 |f:1.2|. Procedure details: The 1-{6-[(6-methoxy[1,2,4]triazolo[4,3-b]pyridazin-3-yl)sulphanyl]-1,3-benzothiazol-2-yl}-3-[2-(pyrrolidin-1-yl)ethyl]urea was prepared according to the method described in Example 17a, but using 547 mg of 1-[2-(pyrrolidin-1-yl)ethyl]-3-(6-sulphanyl-1,3-benzothiazol-2-yl)urea, 25 cm3 of degassed ethanol, 8 mg of potassium dihydrogen phosphate in 0.2 cm3 of water, 787 mg of DL-dithiothreitol and 313 mg of 3-chloro-6-methoxy[1,2,4]-triazolo[4,3-b]pyridazine. 189 mg of 1-{6-[(6-methoxy[1,2,4]triaz... Reaction conditions: time 15 minute. As a reaction SMILES: [C:1]1([CH2:7][CH2:8][CH:9]2[O:14][CH2:13][C:12](=O)[NH:11][CH2:10]2)[CH:6]=[CH:5][CH:4]=[CH:3][CH:2]=1.[H-].[Al+3].[Li+].[H-].[H-].[H-].O.[OH-].[Na+]>O1CCCC1.CCOCC>[C:1]1([CH2:7][CH2:8][CH:9]2[O:14][CH2:13][CH2:12][NH:11][CH2:10]2)[CH:6]=[CH:5][CH:4]=[CH:3][CH:2]=1 |f:1.2.3.4.5.6,8.9|. Starting materials: C1(=CC=CC=C1)CCC1CNC(CO1)=O (2-(β-phenylethyl)morpholine-5-one), [H-].[Al+3].[Li+].[H-].[H-].[H-] (lithium aluminium hydride), [OH-].[Na+] (sodium hydroxide), O (water), O (water). Yields the product C1(=CC=CC=C1)CCC1CNCCO1 (2-(β-phenylethyl)morpholine). Reported procedure: A solution of 2-(β-phenylethyl)morpholine-5-one (430 mg.) in dry tetrahydrofuran (4 ml.) is added to a stirred suspension of lithium aluminium hydride (200 mg.) in dry ether (20 ml.) at such a rate that the mixture refluxes gently. After complete addition, the mixture is stirred and refluxed for 2 hours, then it is cooled and there are successively added water (0.2 ml.), sodium hydroxide solution (2N, 0.2 ml.) and water (0.6 ml.) and stirring is continued for 15 minutes. The mixture is filtered ... The solvent is O1CCCC1 (tetrahydrofuran), CCOCC (ether). Reactants: FC1=CC=C(C=C1)C1=NC2=CC=CC=C2C(=N1)C(=O)O (2-(4-fluorophenyl)quinazoline-4-carboxylic acid), Cl.FC=1C=C2CCNCC2=CC1 (6-fluoro-1,2,3,4-tetrahydroisoquinoline hydrochloride). Yields the product FC1=CC=C(C=C1)C1=NC2=CC=CC=C2C(=N1)C(=O)N1CC2=CC=C(C=C2CC1)F (2-[[2-(4-fluorophenyl)quinazolin-4-yl]carbonyl]-6-fluoro-1,2,3,4-tetrahydroisoquinoline). Isolated yield 24.0%. As a reaction SMILES: [F:1][C:2]1[CH:7]=[CH:6][C:5]([C:8]2[N:17]=[C:16]([C:18]([OH:20])=O)[C:15]3[C:10](=[CH:11][CH:12]=[CH:13][CH:14]=3)[N:9]=2)=[CH:4][CH:3]=1.Cl.[F:22][C:23]1[CH:24]=[C:25]2[C:30](=[CH:31][CH:32]=1)[CH2:29][NH:28][CH2:27][CH2:26]2>>[F:1][C:2]1[CH:7]=[CH:6][C:5]([C:8]2[N:17]=[C:16]([C:18]([N:28]3[CH2:27][CH2:26][C:25]4[C:30](=[CH:31][CH:32]=[C:23]([F:22])[CH:24]=4)[CH2:29]3)=[O:20])[C:15]3[C:10](=[CH:11][CH:12]=[CH:13][CH:14]=3)[N:9]=2)=[CH:4][CH:3]=1 |f:1.2|. Procedure: Reaction of 2-(4-fluorophenyl)quinazoline-4-carboxylic acid with 6-fluoro-1,2,3,4-tetrahydroisoquinoline hydrochloride gave compound 11 (24.0% yield) as a white solid. 1H NMR (400 MHz, CDCl3) δ 2.90 and 3.13 (2t, 2H), 3.59 and 4.20 (2t, 2H), 4.51 and 5.10 (2s, 2H), 6.79-7.27 (m, 5H), 7.59-7.66 (m, 1H), 7.95-8.05 (m, 2H), 8.16-8.18 (m, 1H), 8.63-8.69 (m, 2H); 19F (282 MHz, DMSO-d6) δ −109.7, −115.1, −115.6; MS (ESI) m/z 402 ([M+H]+).